This data is from the Open Reaction Database (ORD), a public repository of structured organic reaction records. The task is: describe an organic reaction: reactants, conditions, products, and yield Starting materials: [Si](C)(C)(C(C)(C)C)ON (O-(tert-butyldimethylsilyl)hydroxylamine), 1-(3-dimethyl-aminopropyl)-3-ethylcarbodiimide hydrochloride, ClC1=CC=C(C=C1)N1CCN(CC1)S(=O)(=O)N1C(CCCC1)C(=O)O (1-[4-(4-chlorophenyl)piperazine-1-sulfonyl]piperidine-2-(RS)-carboxylic acid). Solvent: C(Cl)Cl (methylene chloride), C(Cl)Cl (methylene chloride). Run at time 8 hour. Product: O([Si](C)(C)C(C)(C)C)NC(=O)C1N(CCCC1)S(=O)(=O)N1CCN(CC1)C1=CC=C(C=C1)Cl (N-tert-butyldimethylsiloxy-1-[4-(4-chlorophenyl)piperazine-1-sulfonyl]piperidine-2-(RS)-carboxamide). Yield: 56.0%. As a reaction SMILES: [Si:1]([O:8][NH2:9])([C:4]([CH3:7])([CH3:6])[CH3:5])([CH3:3])[CH3:2].[Cl:10][C:11]1[CH:16]=[CH:15][C:14]([N:17]2[CH2:22][CH2:21][N:20]([S:23]([N:26]3[CH2:31][CH2:30][CH2:29][CH2:28][CH:27]3[C:32](O)=[O:33])(=[O:25])=[O:24])[CH2:19][CH2:18]2)=[CH:13][CH:12]=1>C(Cl)Cl>[O:8]([NH:9][C:32]([CH:27]1[CH2:28][CH2:29][CH2:30][CH2:31][N:26]1[S:23]([N:20]1[CH2:21][CH2:22][N:17]([C:14]2[CH:13]=[CH:12][C:11]([Cl:10])=[CH:16][CH:15]=2)[CH2:18][CH2:19]1)(=[O:25])=[O:24])=[O:33])[Si:1]([C:4]([CH3:7])([CH3:6])[CH3:5])([CH3:3])[CH3:2]. Reported procedure: O-(tert-butyldimethylsilyl)hydroxylamine (57 mg, 0.39 mmol) and 1-(3-dimethyl-aminopropyl)-3-ethylcarbodiimide hydrochloride (59 mg, 0.31 mmol) were added to a solution of 1-[4-(4-chlorophenyl)piperazine-1-sulfonyl]piperidine-2-(RS)-carboxylic acid (100 mg, 0.26 mmol), [prepared as described above] in methylene chloride (4 ml). The reaction mixture was stirred overnight at RT and then diluted with methylene chloride. The solution was washed with water, 10% citric acid, and brine, and dried over ...